Dataset: the Open Reaction Database (ORD), a public repository of structured organic reaction records. Task: describe an organic reaction: reactants, conditions, products, and yield Starting materials: ClC1=CC=2N(C=C1)C=CN2 (7-chloro-imidazo[1,2-a]pyridine), C1(CCCCC1)P(C1CCCCC1)C1CCCCC1 (tricyclohexylphosphine), C(C)(=O)[O-].[K+] (potassium acetate), B1(OC(C(O1)(C)C)(C)C)B2OC(C(O2)(C)C)(C)C (bis(pinacolato)diboron), BrC1=NC=CC=C1 (2-bromopyridine), COC=1C=CC=C(C1C=2C=CC=CC2P(C3CCCCC3)C4CCCCC4)OC (S-Phos), P(=O)([O-])([O-])[O-].[K+].[K+].[K+] (potassium phosphate). The reagents and catalysts are C(C)(=O)[O-].[Pd+2].C(C)(=O)[O-] (palladium (II) acetate), C=1C=CC(=CC1)/C=C/C(=O)/C=C/C2=CC=CC=C2.C=1C=CC(=CC1)/C=C/C(=O)/C=C/C2=CC=CC=C2.C=1C=CC(=CC1)/C=C/C(=O)/C=C/C2=CC=CC=C2.[Pd].[Pd] (tris(dibenzylideneacetone)dipalladium). The solvent is O1CCOCC1 (dioxane), O (water), O1CCOCC1 (dioxane). The product is N1=C(C=CC=C1)C1=CC=2N(C=C1)C=CN2 (7-Pyridin-2-yl-imidazo[1,2-a]pyridine). Isolated yield 111.0%. As a reaction SMILES: Cl[C:2]1[CH:7]=[CH:6][N:5]2[CH:8]=[CH:9][N:10]=[C:4]2[CH:3]=1.C1(P(C2CCCCC2)C2CCCCC2)CCCCC1.C([O-])(=O)C.[K+].B1(B2OC(C)(C)C(C)(C)O2)OC(C)(C)C(C)(C)O1.Br[C:54]1[CH:59]=[CH:58][CH:57]=[CH:56][N:55]=1.COC1C=CC=C(OC)C=1C1C=CC=CC=1P(C1CCCCC1)C1CCCCC1.P([O-])([O-])([O-])=O.[K+].[K+].[K+]>C1C=CC(/C=C/C(/C=C/C2C=CC=CC=2)=O)=CC=1.C1C=CC(/C=C/C(/C=C/C2C=CC=CC=2)=O)=CC=1.C1C=CC(/C=C/C(/C=C/C2C=CC=CC=2)=O)=CC=1.[Pd].[Pd].C([O-])(=O)C.[Pd+2].C([O-])(=O)C.O.O1CCOCC1>[N:55]1[CH:56]=[CH:57][CH:58]=[CH:59][C:54]=1[C:2]1[CH:7]=[CH:6][N:5]2[CH:8]=[CH:9][N:10]=[C:4]2[CH:3]=1 |f:2.3,7.8.9.10,11.12.13.14.15,16.17.18|. Procedure details: To a round bottomed flask add 7-chloro-imidazo[1,2-a]pyridine (0.25 g, 1.6 mmol), tricyclohexylphosphine (55 mg, 0.12 equiv.), potassium acetate (0.24 g, 1.5 equiv.), bis(pinacolato)diboron (0.46 g, 1.1 equiv.) and dioxane (10 mL). Deoxygenate this mixture thoroughly with N2 then add tris(dibenzylideneacetone)dipalladium (0) (75 mg, 0.05 equiv.) and heat the reaction to 80° C. overnight under N2. Filter the reaction thru Celite® and wash with DCM then concentrate to dryness. To this residue, add... The reactants are CC(C)(C)OC(=O)N1CCC(n2cc(-c3cnc(N)c(B4OC(C)(C)C(C)(C)O4)c3)cn2)CC1, CC(=O)[O-], Clc1cccc2c1CCNC2, ClCCl, c1ccncc1. Yields the product CC(C)(C)OC(=O)N1CCC(n2cc(-c3cnc(N)c(N4CCc5c(Cl)cccc5C4)c3)cn2)CC1. Reaction SMILES: [C:1]([CH3:2])([CH3:3])([CH3:4])[O:5][C:6](=[O:7])[N:8]1[CH2:9][CH2:10][CH:11]([n:14]2[n:15][cH:16][c:17](-[c:19]3[cH:20][n:21][c:22]([NH2:34])[c:23]([B:25]4[O:26][C:27]([CH3:28])([CH3:29])[C:30]([CH3:31])([CH3:32])[O:33]4)[cH:24]3)[cH:18]2)[CH2:12][CH2:13]1.[CH3:46][C:47](=[O:48])[O-:49].[Cl:35][c:36]1[c:37]2[c:42]([cH:43][cH:44][cH:45]1)[CH2:41][NH:40][CH2:39][CH2:38]2.[Cl:56][CH2:57][Cl:58].[cH:50]1[cH:51][cH:52][n:53][cH:54][cH:55]1>>[C:1]([CH3:2])([CH3:3])([CH3:4])[O:5][C:6](=[O:7])[N:8]1[CH2:9][CH2:10][CH:11]([n:14]2[n:15][cH:16][c:17](-[c:19]3[cH:20][n:21][c:22]([NH2:34])[c:23]([N:40]4[CH2:39][CH2:38][c:37]5[c:36]([Cl:35])[cH:45][cH:44][cH:43][c:42]5[CH2:41]4)[cH:24]3)[cH:18]2)[CH2:12][CH2:13]1. The product is C1(CCCCC1)[C@@H]1C[C@H](N(C1)C(=O)OC(C)(C)C)C=O ((2S,4S)-tert-butyl 4-cyclohexyl-2-formylpyrrolidine-1-carboxylate). As a reaction SMILES: [CH:1]1([C@H:7]2[CH2:11][N:10]([C:12]([O:14][C:15]([CH3:18])([CH3:17])[CH3:16])=[O:13])[C@H:9]([C:19](=[O:24])N(OC)C)[CH2:8]2)[CH2:6][CH2:5][CH2:4][CH2:3][CH2:2]1.[H-].[Al+3].[Li+].[H-].[H-].[H-]>C1COCC1>[CH:1]1([C@H:7]2[CH2:11][N:10]([C:12]([O:14][C:15]([CH3:16])([CH3:17])[CH3:18])=[O:13])[C@H:9]([CH:19]=[O:24])[CH2:8]2)[CH2:2][CH2:3][CH2:4][CH2:5][CH2:6]1 |f:1.2.3.4.5.6|. Conditions: temperature 0 celsius, time 45 minute. Procedure details: (2S,4S)-tert-butyl 4-cyclohexyl-2-(methoxy(methyl)carbamoyl)pyrrolidine-1-carboxylate (1.14 g, 3.35 mmol) was treated with THF (20 mL), cooled to 0° C. in an ice bath and then treated with lithium aluminum hydride (1.0M solution in THF, 3.35 mL, 3.35 mmol) slowly dropwise over 3 min. The solution was then stirred at 0° C. for 45 min. The reaction mixture was quenched with a solution of sodium potassium tartrate, stirred at room temperature for 20 min, then extracted with EtOAc (3×50 mL), washed ... Run in C1CCOC1 (THF). Starting materials: C1(CCCCC1)[C@@H]1C[C@H](N(C1)C(=O)OC(C)(C)C)C(N(C)OC)=O ((2S,4S)-tert-butyl 4-cyclohexyl-2-(methoxy(methyl)carbamoyl)pyrrolidine-1-carboxylate), [H-].[Al+3].[Li+].[H-].[H-].[H-] (lithium aluminum hydride). Solvent: O1CCCC1 (tetrahydrofuran). Procedure: [(S)-6-(4-Acetyl-benzenesulfonylamino)-1,2,3,4-tetrahydro-naphthalen-2-yl]-propyl-carbamic acid tert-butyl ester (400 mg, 0.71 mmol) was dissolved in tetrahydrofuran (15 ml) at 0° C. A 3 molar solution of methylmagnesium bromide in diethyl ether (2.82 ml, 7.12 mmol) was added slowly and the reaction mixture was stirred for 3 hours at room temperature. Another portion of a 3 molar solution of methylmagnesium bromide in diethyl ether (0.5 ml, 1.26 mmol) was added. Since no further conversion was o... Reaction SMILES: [C:1]([O:5][C:6](=[O:34])[N:7]([C@H:11]1[CH2:20][CH2:19][C:18]2[C:13](=[CH:14][CH:15]=[C:16]([NH:21][S:22]([C:25]3[CH:30]=[CH:29][C:28]([C:31](=[O:33])[CH3:32])=[CH:27][CH:26]=3)(=[O:24])=[O:23])[CH:17]=2)[CH2:12]1)[CH2:8][CH2:9][CH3:10])([CH3:4])([CH3:3])[CH3:2].[CH3:35][Mg]Br.C(OCC)C>O1CCCC1>[C:1]([O:5][C:6](=[O:34])[N:7]([C@H:11]1[CH2:20][CH2:19][C:18]2[C:13](=[CH:14][CH:15]=[C:16]([NH:21][S:22]([C:25]3[CH:30]=[CH:29][C:28]([C:31]([OH:33])([CH3:35])[CH3:32])=[CH:27][CH:26]=3)(=[O:24])=[O:23])[CH:17]=2)[CH2:12]1)[CH2:8][CH2:9][CH3:10])([CH3:2])([CH3:3])[CH3:4]. The product is C(C)(C)(C)OC(N(CCC)[C@@H]1CC2=CC=C(C=C2CC1)NS(=O)(=O)C1=CC=C(C=C1)C(C)(C)O)=O ({(S)-6-[4-(1-Hydroxy-1-methyl-ethyl)-benzenesulfonylamino]-1,2,3,4-tetrahydronaphthalen-2-yl}-propyl-carbamic acid tert-butyl ester). Reactants: solution, C[Mg]Br (methylmagnesium bromide), C(C)OCC (diethyl ether), solution, C[Mg]Br (methylmagnesium bromide), C(C)OCC (diethyl ether), C(C)(C)(C)OC(N(CCC)[C@@H]1CC2=CC=C(C=C2CC1)NS(=O)(=O)C1=CC=C(C=C1)C(C)=O)=O ([(S)-6-(4-Acetyl-benzenesulfonylamino)-1,2,3,4-tetrahydro-naphthalen-2-yl]-propyl-carbamic acid tert-butyl ester). Run at time 3 hour. The reactants are CC1OC1(Cn1cncn1)c1ccc(F)cc1F, O=c1[nH]ncn1-c1ccc(Cn2cncn2)cc1. The product is CC(n1ncn(-c2ccc(Cn3cncn3)cc2)c1=O)C(O)(Cn1cncn1)c1ccc(F)cc1F. As a reaction SMILES: [F:1][c:2]1[c:3]([C:9]2([CH2:13][n:14]3[n:15][cH:16][n:17][cH:18]3)[O:10][CH:11]2[CH3:12])[cH:4][cH:5][c:6]([F:8])[cH:7]1.[n:19]1([CH2:24][c:25]2[cH:26][cH:27][c:28](-[n:31]3[c:32](=[O:36])[nH:33][n:34][cH:35]3)[cH:29][cH:30]2)[n:20][cH:21][n:22][cH:23]1>>[F:1][c:2]1[c:3]([C:9]([OH:10])([CH:11]([CH3:12])[n:33]2[c:32](=[O:36])[n:31](-[c:28]3[cH:27][cH:26][c:25]([CH2:24][n:19]4[n:20][cH:21][n:22][cH:23]4)[cH:30][cH:29]3)[cH:35][n:34]2)[CH2:13][n:14]2[n:15][cH:16][n:17][cH:18]2)[cH:4][cH:5][c:6]([F:8])[cH:7]1. Starting materials: FC=1C=C2C(C(=C3N(C2=C(C1F)F)C(=CS3)C)C(=O)O)=O (7,8,9-trifluoro-1-methyl-5-oxo-5H-thiazolo[3,2-a]quinoline-4-carboxylic acid), CNC1C2CNCC2CC=C1 (2-methylamino-8-azabicyclo[4.3.0]-non-3-ene). Run in CS(=O)C (DMSO). The product is FC=1C=C2C(C(=C3N(C2=C(C1N1CC2CC=CC(C2C1)NC)F)C(=CS3)C)C(=O)O)=O (7,9-Difluoro-1-methyl-8-(2-methylamino-8-azabicyclo[4.3.0]non-3-en-8-yl)-5-oxo-5H-thiazolo[3.2-a]quinoline-4-carboxylic acid). RXN SMILES: [F:1][C:2]1[CH:3]=[C:4]2[C:9](=[C:10]([F:13])[C:11]=1F)[N:8]1[C:14]([CH3:17])=[CH:15][S:16][C:7]1=[C:6]([C:18]([OH:20])=[O:19])[C:5]2=[O:21].[CH3:22][NH:23][CH:24]1[CH:32]=[CH:31][CH2:30][CH:29]2[CH:25]1[CH2:26][NH:27][CH2:28]2>CS(C)=O>[F:1][C:2]1[CH:3]=[C:4]2[C:9](=[C:10]([F:13])[C:11]=1[N:27]1[CH2:26][CH:25]3[CH:29]([CH2:30][CH:31]=[CH:32][CH:24]3[NH:23][CH3:22])[CH2:28]1)[N:8]1[C:14]([CH3:17])=[CH:15][S:16][C:7]1=[C:6]([C:18]([OH:20])=[O:19])[C:5]2=[O:21]. Procedure details: 100 mg (0.318 mmol) of 7,8,9-trifluoro-1-methyl-5-oxo-5H-thiazolo[3,2-a]quinoline-4-carboxylic acid are heated at 80° C. under argon for 2 hours with 97 mg (0.64 mmol) of 2-methylamino-8-azabicyclo[4.3.0]-non-3-ene in 3 ml of DMSO. The mixture is concentrated in a high vacuum, the residue is recrystallized from ethanol and the product is dried.